Dataset: the Open Reaction Database (ORD), a public repository of structured organic reaction records. Task: describe an organic reaction: reactants, conditions, products, and yield Starting materials: CC(Cl)c1cccnc1, OCCSC1=NC=CN1C. The reagents and catalysts are O=C([O-])[O-].[Cs+].[Cs+] (cesium carbonate), [I-].[K+] (potassium iodide). The solvent is CN(C)C=O (DMF), CN(C)C=O (dmf), CN(C)C=O (DMF). Conditions: temperature 70 celsius, time 16 hour. The product is CC(C%21=CC=CN=C%21)OCCSC%22=NC=CN%22C.